describe an organic reaction: reactants, conditions, products, and yield From a dataset of the Open Reaction Database (ORD), a public repository of structured organic reaction records. Reactants: [F-].C(CCC)[N+](CCCC)(CCCC)CCCC (tetrabutylammonium fluoride), FC=1C=C(C=C(C1OC)F)C#C[Si](C)(C)C ((3,5-Difluoro-4-methoxy-phenylethynyl)-trimethyl-silane). Run in C1CCOC1 (THF). Conditions: temperature 25 celsius, time 8 hour. Yields the product C(#C)C=1C=C(C(=C(C1)F)OC)F (5-Ethynyl-1,3-difluoro-2-methoxy-benzene). Yield: 72.4%. RXN SMILES: [F-].C([N+](CCCC)(CCCC)CCCC)CCC.[F:19][C:20]1[CH:21]=[C:22]([C:29]#[C:30][Si](C)(C)C)[CH:23]=[C:24]([F:28])[C:25]=1[O:26][CH3:27]>C1COCC1>[C:29]([C:22]1[CH:21]=[C:20]([F:19])[C:25]([O:26][CH3:27])=[C:24]([F:28])[CH:23]=1)#[CH:30] |f:0.1|. Reported procedure: 1N tetrabutylammonium fluoride (TBAF) in THF was added to 1.71 g (3,5-Difluoro-4-methoxy-phenylethynyl)-trimethyl-silane and the mixture stirred at 25° C. overnight. The solvent was removed in vacuo and the residue purified by flash chromatography over silica eluting with 20:1 heptane:ethyl acetate to give 866 mg 5-Ethynyl-1,3-difluoro-2-methoxy-benzene in 72% yield.